Task: describe an organic reaction: reactants, conditions, products, and yield. Dataset: the Open Reaction Database (ORD), a public repository of structured organic reaction records Starting materials: CC(C)([O-])C.[K+] (potassium tert-butoxide), BrCCCCCC(CCC)CCC (1-bromo-6-propylnonane), Cl (Hydrochloric acid). Solvent: O1CCCC1 (tetrahydrofuran), O1CCCC1 (tetrahydrofuran). Reaction conditions: time 2 hour. The product is C(CC)C(CCCC=C)CCC (6-propylnon-1-ene). Yield: 83.3%. As a reaction SMILES: CC(C)([O-])C.[K+].Br[CH2:8][CH2:9][CH2:10][CH2:11][CH2:12][CH:13]([CH2:17][CH2:18][CH3:19])[CH2:14][CH2:15][CH3:16].Cl>O1CCCC1>[CH2:17]([CH:13]([CH2:14][CH2:15][CH3:16])[CH2:12][CH2:11][CH2:10][CH:9]=[CH2:8])[CH2:18][CH3:19] |f:0.1|. Reported procedure: To a 250 mL flask containing potassium tert-butoxide (13,27 g, 108,7 mmol, 4,6 eq.) under nitrogen atmosphere was added anhydrous tetrahydrofuran (100 mL) and via cannula 1-bromo-6-propylnonane (5,87 g, 23,54 mmol) in solution with anhydrous tetrahydrofuran (20 mL) was transferred at 0° C. The mixture was then stirred at room temperature for 2 h. Hydrochloric acid (230 mL, 1 M) was added slowly and the mixture was extracted with cyclohexane (300 mL+3×100 mL). The combined organic phase was washe... Starting materials: C(C)(=O)N1CCNCC1 (N-acetylpiperazine), ClC1=NC(=CC=C1[N+](=O)[O-])Cl (2,6-dichloro-3-nitropyridine), C([O-])([O-])=O.[K+].[K+] (potassium carbonate). Run in C(C)#N (acetonitrile), C(C)#N (acetonitrile). Conditions: time 75 minute. Product: C(C)(=O)N1CCN(CC1)C1=NC(=CC=C1[N+](=O)[O-])N(CC)CC (1-acetyl-4-[6-(diethylamino)-3-nitro-2-pyridyl]-piperazine). Yield: 136.1%. As a reaction SMILES: [C:1]([N:4]1[CH2:9][CH2:8][NH:7][CH2:6][CH2:5]1)(=[O:3])[CH3:2].Cl[C:11]1[C:16]([N+:17]([O-:19])=[O:18])=[CH:15][CH:14]=[C:13](Cl)[N:12]=1.C(=O)([O-])[O-].[K+].[K+]>C(#N)C>[C:1]([N:4]1[CH2:9][CH2:8][N:7]([C:11]2[C:16]([N+:17]([O-:19])=[O:18])=[CH:15][CH:14]=[C:13]([N:4]([CH2:5][CH3:6])[CH2:1][CH3:2])[N:12]=2)[CH2:6][CH2:5]1)(=[O:3])[CH3:2] |f:2.3.4|. Reported procedure: A solution of 51.22 g of N-acetylpiperazine in 200 ml of acetonitrile was added over 50 minutes at 0° C. to a mixture of 78 g of 2,6-dichloro-3-nitropyridine, 600 ml of acetonitrile and 66.3 g of potassium carbonate. The mixture was allowed to return to room temperature and was stirred for 75 minutes. The inorganic salts were filtered off and after 180 ml of N,N-diethylamine and 76 g of potassium carbonate were added to the filtrate, the mixture was refluxed for 75 minutes. The inorganic salts w... Starting materials: C1(=CC=CC=C1)N(C(=O)C=1C=CC2=C(N=C(S2)CSC2=CC=C(C=C2)C#N)C1)CCC(=O)OCC (2-[(4-cyanophenyl)thiomethyl]benzothiazol-5-yl-carboxylic acid-N-phenyl-N-(2-ethoxycarbonylethyl)amide), Cl (hydrochloric acid), C(C)O (ethanol), C([O-])([O-])=O.[NH4+].[NH4+] (ammonium carbonate), C27H26N4O3S2. The reagents and catalysts are C(C)(=O)O (acetic acid). The solvent is C(Cl)Cl.C(C)O (methylene chloride ethanol). The product is Cl.C1(=CC=CC=C1)N(C(=O)C=1C=CC2=C(N=C(S2)CSC2=CC=C(C=C2)C(N)=N)C1)CCC(=O)OCC (2-[(4-amidinophenyl)thiomethyl]benzothiazol-5-yl-carboxylic acid-N-phenyl-N-(2-ethoxycarbonylethyl)amide hydrochloride). Isolated yield 61.0%. RXN SMILES: [C:1]1([N:7]([CH2:29][CH2:30][C:31]([O:33][CH2:34][CH3:35])=[O:32])[C:8]([C:10]2[CH:11]=[CH:12][C:13]3[S:17][C:16]([CH2:18][S:19][C:20]4[CH:25]=[CH:24][C:23]([C:26]#[N:27])=[CH:22][CH:21]=4)=[N:15][C:14]=3[CH:28]=2)=[O:9])[CH:6]=[CH:5][CH:4]=[CH:3][CH:2]=1.[ClH:36].C(O)C.C(=O)([O-])[O-].[NH4+:44].[NH4+]>C(O)(=O)C.C(Cl)Cl.C(O)C>[ClH:36].[C:1]1([N:7]([CH2:29][CH2:30][C:31]([O:33][CH2:34][CH3:35])=[O:32])[C:8]([C:10]2[CH:11]=[CH:12][C:13]3[S:17][C:16]([CH2:18][S:19][C:20]4[CH:25]=[CH:24][C:23]([C:26](=[NH:44])[NH2:27])=[CH:22][CH:21]=4)=[N:15][C:14]=3[CH:28]=2)=[O:9])[CH:6]=[CH:5][CH:4]=[CH:3][CH:2]=1 |f:3.4.5,7.8,9.10|. Reported procedure: Prepared analogously to Example 9 from 2-[(4-cyanophenyl)thiomethyl]benzothiazol-5-yl-carboxylic acid-N-phenyl-N-(2-ethoxycarbonylethyl)amide, ethanolic hydrochloric acid, ethanol, and ammonium carbonate. Yield: 61% of theory, C27H26N4O3S2 (518.66); Rf value: 0.27 (silica gel; methylene chloride/ethanol=4:1+a few drops of acetic acid); EKA mass spectrum: (M+H)+=519.